From a dataset of the Open Reaction Database (ORD), a public repository of structured organic reaction records. describe an organic reaction: reactants, conditions, products, and yield Starting materials: CC(C)(C)NS(=O)(=O)c1ccccc1-c1ccc(Cn2c(-c3ccccc3)nc(Cl)c2C=O)c(S(C)(=O)=O)c1, COc1ccccc1, O=C(O)C(F)(F)F. Reaction SMILES: [C:1]([CH3:2])([CH3:3])([CH3:4])[NH:5][S:6](=[O:7])(=[O:8])[c:9]1[c:10](-[c:15]2[cH:16][c:17]([S:36](=[O:37])(=[O:38])[CH3:39])[c:18]([CH2:21][n:22]3[c:23](-[c:30]4[cH:31][cH:32][cH:33][cH:34][cH:35]4)[n:24][c:25]([Cl:29])[c:26]3[CH:27]=[O:28])[cH:19][cH:20]2)[cH:11][cH:12][cH:13][cH:14]1.[CH3:40][O:41][c:42]1[cH:43][cH:44][cH:45][cH:46][cH:47]1.[OH:48][C:49]([C:50]([F:51])([F:52])[F:53])=[O:54]>>[NH2:5][S:6](=[O:7])(=[O:8])[c:9]1[c:10](-[c:15]2[cH:16][c:17]([S:36](=[O:37])(=[O:38])[CH3:39])[c:18]([CH2:21][n:22]3[c:23](-[c:30]4[cH:31][cH:32][cH:33][cH:34][cH:35]4)[n:24][c:25]([Cl:29])[c:26]3[CH:27]=[O:28])[cH:19][cH:20]2)[cH:11][cH:12][cH:13][cH:14]1. Product: CS(=O)(=O)c1cc(-c2ccccc2S(N)(=O)=O)ccc1Cn1c(-c2ccccc2)nc(Cl)c1C=O. The product is CCN(CC)CCCc1ccc2c(c1)C(C)(C)OC2=C1C(=O)Nc2ccc(F)cc21. RXN SMILES: [CH2:31]([CH3:32])[NH:33][CH2:34][CH3:35].[CH3:42][CH2:43][O:44][C:45]([CH3:46])=[O:47].[F:1][c:2]1[cH:3][c:4]2[c:8]([cH:9][cH:10]1)[NH:7][C:6](=[O:11])[C:5]2=[C:12]1[O:13][C:14]([CH3:29])([CH3:30])[c:15]2[cH:16][c:17]([CH2:21][CH2:22][CH2:23][O:24][S:25]([CH3:26])(=[O:27])=[O:28])[cH:18][cH:19][c:20]21.[O:36]1[CH2:37][CH2:38][O:39][CH2:40][CH2:41]1>>[F:1][c:2]1[cH:3][c:4]2[c:8]([cH:9][cH:10]1)[NH:7][C:6](=[O:11])[C:5]2=[C:12]1[O:13][C:14]([CH3:29])([CH3:30])[c:15]2[cH:16][c:17]([CH2:21][CH2:22][CH2:23][N:33]([CH2:31][CH3:32])[CH2:34][CH3:35])[cH:18][cH:19][c:20]21. The reactants are CCNCC, CCOC(C)=O, CC1(C)OC(=C2C(=O)Nc3ccc(F)cc32)c2ccc(CCCOS(C)(=O)=O)cc21, C1COCCO1.